The task is: describe an organic reaction: reactants, conditions, products, and yield. This data is from the Open Reaction Database (ORD), a public repository of structured organic reaction records. Starting materials: CN (Methylamine), solution, C(C1=CC=CC=C1)OC=1C=C2C(=C(C=NC2=CC1)[N+](=O)[O-])Cl (6-benzyloxy-4-chloro-3-nitroquinoline). Run in O (water), O (water). Conditions: temperature 100 celsius, time 1.5 hour. Product: C(C1=CC=CC=C1)OC=1C=C2C(=C(C=NC2=CC1)[N+](=O)[O-])CN ((6-benzyloxy-3-nitroquinolin-4-yl)methylamine). Reaction SMILES: [CH3:1][NH2:2].[CH2:3]([O:10][C:11]1[CH:12]=[C:13]2[C:18](=[CH:19][CH:20]=1)[N:17]=[CH:16][C:15]([N+:21]([O-:23])=[O:22])=[C:14]2Cl)[C:4]1[CH:9]=[CH:8][CH:7]=[CH:6][CH:5]=1>O>[CH2:3]([O:10][C:11]1[CH:12]=[C:13]2[C:18](=[CH:19][CH:20]=1)[N:17]=[CH:16][C:15]([N+:21]([O-:23])=[O:22])=[C:14]2[CH2:1][NH2:2])[C:4]1[CH:9]=[CH:8][CH:7]=[CH:6][CH:5]=1. Procedure details: Methylamine (available as a 40% solution in water, 24 mL, 0.28 mol) was added to a solution of 6-benzyloxy-4-chloro-3-nitroquinoline (15.0 g, 48.5 mmol), prepared as described in Parts A-D of Example 2, in distilled water (300 mL), and the reaction was stirred at 100° C. for 1.5 hours. The reaction was allowed to cool to ambient temperature and stirred for four hours. A precipitate formed, which was isolated by filtration and washed with distilled water (3×60 mL). The solid was combined with mat... Starting materials: FC(C1=CC=C(N)C=C1)(F)F (4-Trifluoromethylaniline), C([O-])([O-])=O.[Na+].[Na+] (sodium carbonate), P(Cl)(Cl)(Cl)(Cl)Cl (Phosphorus pentachloride), C(#N)CC(=O)O (cyanoacetic acid). Run in ClCCl (dichloromethane), O (water). Run at temperature 20 celsius, time 30 minute. Product: FC(C1=CC=C(C=C1)NC(CC#N)=O)(F)F (N-(4-trifluoromethylphenyl)cyanoacetamide). Yield: 93.0%. As a reaction SMILES: P(Cl)(Cl)(Cl)(Cl)Cl.[C:7]([CH2:9][C:10]([OH:12])=O)#[N:8].[F:13][C:14]([F:23])([F:22])[C:15]1[CH:21]=[CH:20][C:18]([NH2:19])=[CH:17][CH:16]=1.C(=O)([O-])[O-].[Na+].[Na+]>ClCCl.O>[F:13][C:14]([F:22])([F:23])[C:15]1[CH:16]=[CH:17][C:18]([NH:19][C:10](=[O:12])[CH2:9][C:7]#[N:8])=[CH:20][CH:21]=1 |f:3.4.5|. Reported procedure: Phosphorus pentachloride (83.3 g; 0.40 mol) is introduced into a solution of cyanoacetic acid (34.0 g; 0.40 mol) in 1,2 l of dichloromethane and the mixture is heated under reflux for 30 minutes. 4-Trifluoromethylaniline (41.0 g, 0.26 mol) is then introduced into said mixture within about 10 minutes and the reaction mixture is heated under reflux for 2 hours. After cooling to 20° C., the reaction mixture is treated with 500 ml of water and then stirred for 30 minutes. The aqueous phase is neutra... Reactants: N[C@@H](C)C(=O)OC (H-Ala-OMe), ON1N=NC2=C1C=CC=C2 (N-hydroxy benzotriazole), Cl (HCl), CC(C)(C)OC(=O)N[C@@H](CO)C(=O)OCC1=CC=C(C=C1)[N+](=O)[O-] (Boc-Ser-ONb). Run in CN(C)C=O (DMF), C(Cl)(Cl)Cl (chloroform). The product is N([C@@H](CO)C(=O)N[C@@H](C)C(=O)O)C(=O)OC(C)(C)C (Boc-Ser-Ala). RXN SMILES: [NH2:1][C@H:2]([C:4]([O:6]C)=[O:5])[CH3:3].Cl.[CH3:9][C:10]([O:13][C:14]([NH:16][C@H:17]([C:20](OCC1C=CC([N+]([O-])=O)=CC=1)=[O:21])[CH2:18][OH:19])=[O:15])([CH3:12])[CH3:11].ON1C2C=CC=CC=2N=N1>CN(C=O)C.C(Cl)(Cl)Cl>[NH:16]([C:14]([O:13][C:10]([CH3:12])([CH3:11])[CH3:9])=[O:15])[C@H:17]([C:18]([NH:1][C@H:2]([C:4]([OH:6])=[O:5])[CH3:3])=[O:19])[CH2:20][OH:21]. Procedure details: 25 g of H-Ala-OMe, HCl and 66 g. of Boc-Ser-ONb are dissolved in 500 ml DMF. The product is cooled in an ice bath and 25 ml of NEM, 24 g of N-hydroxy benzotriazole are added with magnetic stirring and the pH is maintained at 6.5 or 7 by addition of NEM. The product is stirred for 18 hrs. at ambient temperature. After TLC monitoring, the medium is evaporated to 90% (0.1 mm Hg--35° C.). The oil obtained is dissolved in 1.500 ml of chloroform, the product is washed with a solution of saturated sodi... Starting materials: CCOC(=O)CCCCCBr, CC(=O)Nc1ccc(-c2cc(=O)c3c(N)c(F)cc(F)c3o2)cc1F, CC(C)(C)[O-], CN(C)C=O, [Cl-], [K+], [NH4+]. Yields the product CCOC(=O)CCCCCN(C(C)=O)c1ccc(-c2cc(=O)c3c(N)c(F)cc(F)c3o2)cc1F. RXN SMILES: [Br:32][CH2:33][CH2:34][CH2:35][CH2:36][CH2:37][C:38](=[O:39])[O:40][CH2:41][CH3:42].[C:1]([CH3:2])(=[O:3])[NH:4][c:5]1[c:6]([F:25])[cH:7][c:8](-[c:11]2[o:12][c:13]3[c:14]([c:15](=[O:17])[cH:16]2)[c:18]([NH2:24])[c:19]([F:23])[cH:20][c:21]3[F:22])[cH:9][cH:10]1.[CH3:26][C:27]([CH3:28])([O-:29])[CH3:30].[CH3:45][N:46]([CH3:47])[CH:48]=[O:49].[Cl-:43].[K+:31].[NH4+:44]>>[C:1]([CH3:2])(=[O:3])[N:4]([c:5]1[c:6]([F:25])[cH:7][c:8](-[c:11]2[o:12][c:13]3[c:14]([c:15](=[O:17])[cH:16]2)[c:18]([NH2:24])[c:19]([F:23])[cH:20][c:21]3[F:22])[cH:9][cH:10]1)[CH2:33][CH2:34][CH2:35][CH2:36][CH2:37][C:38](=[O:39])[O:40][CH2:41][CH3:42].